describe an organic reaction: reactants, conditions, products, and yield From a dataset of the Open Reaction Database (ORD), a public repository of structured organic reaction records. The reactants are FC1=CC=C(C=C1)C(CCC)(C)C=1C=C(C2=C(OC(C3=C2CC(CC3)C)(C)C)C1)O (3-(4-fluorophenyl-1-methylbutyl)-1-hydroxy-6,6,9-trimethyl-7,8,9,10-tetrahydro-6H-dibenzo[b,d]pyran), Cl.N1(CCCCC1)CCCC(=O)O (γ-piperidinobutyric acid hydrochloride), C1(CCCCC1)N=C=NC1CCCCC1 (dicyclohexylcarbodiimide). Solvent: C(Cl)Cl (methylene chloride). The product is Cl.FC1=CC=C(C=C1)C(CCC)(C=1C=C(C2=C(OC(C3=C2CC(CC3)C)(C)C)C1)OC(CCCN1CCCCC1)=O)C (3-(4-Fluorophenyl-methylbutyl)-1-[4-(piperidino)butyryloxy] 6,6,9-trimethyl-7,8,9,10-tetrahydro-6H-dibenzo[b,d]pyran hydrochloride). Reaction SMILES: [F:1][C:2]1[CH:7]=[CH:6][C:5]([C:8]([C:13]2[CH:14]=[C:15]([OH:30])[C:16]3[C:21]4[CH2:22][CH:23]([CH3:26])[CH2:24][CH2:25][C:20]=4[C:19]([CH3:28])([CH3:27])[O:18][C:17]=3[CH:29]=2)([CH3:12])[CH2:9][CH2:10][CH3:11])=[CH:4][CH:3]=1.[ClH:31].[N:32]1([CH2:38][CH2:39][CH2:40][C:41](O)=[O:42])[CH2:37][CH2:36][CH2:35][CH2:34][CH2:33]1.C1(N=C=NC2CCCCC2)CCCCC1>C(Cl)Cl>[ClH:31].[F:1][C:2]1[CH:3]=[CH:4][C:5]([C:8]([CH3:12])([C:13]2[CH:14]=[C:15]([O:30][C:41](=[O:42])[CH2:40][CH2:39][CH2:38][N:32]3[CH2:37][CH2:36][CH2:35][CH2:34][CH2:33]3)[C:16]3[C:21]4[CH2:22][CH:23]([CH3:26])[CH2:24][CH2:25][C:20]=4[C:19]([CH3:28])([CH3:27])[O:18][C:17]=3[CH:29]=2)[CH2:9][CH2:10][CH3:11])=[CH:6][CH:7]=1 |f:1.2,5.6|. Reported procedure: 2.5 g. (6.76 mmole) of 3-(4-fluorophenyl-1-methylbutyl)-1-hydroxy-6,6,9-trimethyl-7,8,9,10-tetrahydro-6H-dibenzo[b,d]pyran is combined with 1.41 g. (6.76 mmole) of γ-piperidinobutyric acid hydrochloride and 1.48 g. (7.16 mmole) of dicyclohexylcarbodiimide in 125 ml. of methylene chloride and stirred at room temperature for 16 hours. The by-product of dicyclohexylurea is removed by filtration and the filtrate is evaporated to a residue. The residue is dissolved in ether and the small amount of so... Starting materials: COC1=CC2=C(C=C1)NC3=CC4=C(C=C3C2=O)NC5=C(C4=O)C=C(C=C5)OC.C=O.C1(=CC=CC2=CC=CC=C12)S(=O)(=O)O (2,9-dimethoxy quinacridone naphthalene sulfonic acid formaldehyde), C1=CC=C2C(=C1)C(=O)C3=CC4=C(C=C3N2)C(=O)C5=CC=CC=C5N4.C=O.C1(=CC=CC2=CC=CC=C12)S(=O)(=O)O (quinacridone naphthalene sulfonic acid formaldehyde). Product: C1=CC=C2C(=C1)C(=O)C3=CC4=C(C=C3N2)C(=O)C5=CC=CC=C5N4 (quinacridone). Reaction SMILES: CO[C:3]1[CH:8]=[CH:7][C:6]2[NH:9][C:10]3[C:15]([C:16](=[O:17])[C:5]=2[CH:4]=1)=[CH:14][C:13]1[NH:18][C:19]2[CH:26]=[CH:25][C:24](OC)=[CH:23][C:20]=2[C:21](=[O:22])[C:12]=1[CH:11]=3.C=O.C1(S(O)(=O)=O)C2C(=CC=CC=2)C=CC=1.C1C=C2C(C3C(NC2=CC=1)=CC1C(C2C(NC=1C=3)=CC=CC=2)=O)=O.C=O.C1(S(O)(=O)=O)C2C(=CC=CC=2)C=CC=1>>[CH:24]1[CH:23]=[C:20]2[C:21]([C:12]3[C:13]([NH:18][C:19]2=[CH:26][CH:25]=1)=[CH:14][C:15]1[C:16]([C:5]2[C:6]([NH:9][C:10]=1[CH:11]=3)=[CH:7][CH:8]=[CH:3][CH:4]=2)=[O:17])=[O:22] |f:0.1.2,3.4.5|. Procedure details: The procedure of Example 8 is repeated, but using 4 g of the aqueous presscake of the nanosize 2,9-dimethoxy quinacridone/naphthalene sulfonic acid formaldehyde polymer mixture according to Example 3 instead of 7 g of the aqueous presscake of the nanosize quinacridone/naphthalene sulfonic acid formaldehyde polymer mixture presscake according to Example 1. A violet beta quinacridone pigment of similar good pigment properties is obtained. Starting materials: ClC1=NC(=CC(=C1)C1=CC=C(C=C1)C(F)(F)F)C (2-chloro-6-methyl-4-(4-trifluoromethyl-phenyl)pyridine), IC=1N=CNC1 (4-iodo-imidazole). The product is IC=1N=CN(C1)C1=NC(=CC(=C1)C1=CC=C(C=C1)C(F)(F)F)C (2-(4-Iodo-imidazol-1-yl)-6-methyl-4-(4-trifluoromethyl-phenyl)-pyridine), solid. Yield: 62.0%. As a reaction SMILES: Cl[C:2]1[CH:7]=[C:6]([C:8]2[CH:13]=[CH:12][C:11]([C:14]([F:17])([F:16])[F:15])=[CH:10][CH:9]=2)[CH:5]=[C:4]([CH3:18])[N:3]=1.[I:19][C:20]1[N:21]=[CH:22][NH:23][CH:24]=1>>[I:19][C:20]1[N:21]=[CH:22][N:23]([C:2]2[CH:7]=[C:6]([C:8]3[CH:13]=[CH:12][C:11]([C:14]([F:17])([F:16])[F:15])=[CH:10][CH:9]=3)[CH:5]=[C:4]([CH3:18])[N:3]=2)[CH:24]=1. Procedure details: The title compound was prepared 2-chloro-6-methyl-4-(4-trifluoromethyl-phenyl)pyridine (example A.30) (1.0 g, 3.7 mmol) and commercially available 4-iodo-imidazole (0.857 g, 4.4 mmol) according to the general procedure IVa. Obtained as a yellow solid (0.98 g, 62%). MS (ISP) 430.2 [(M+H)+]. Starting materials: C(C)(C)(C)NC(=O)C1=CC=C(CNC2=C(C=CC=3CCNCCC32)Cl)C=C1 (6-(4-tert-butylcarbamoyl-benzylamino)-7-chloro-2,3,4,5-tetrahydro-1H-benzo-[d]azepine), COC1=CC=C(C=C1)P1(SP(S1)(C1=CC=C(C=C1)OC)=S)=S (2,4-bis(4-methoxyphenyl)-1,3-dithia-2,4-diphosphetane-2,4-disulfide). Run in O1CCOCC1 (1,4-dioxane). Product: Cl.ClC1=C(C2=C(CCNCC2)C=C1)NCC1=CC=C(C=C1)C(NC(C)(C)C)=S (7-Chloro-6-(4-tert-butylthiocarbamoyl-benzylamino)-2,3,4,5-tetrahydro-1H-benzo[d]azepine Hydrochloride). As a reaction SMILES: [C:1]([NH:5][C:6]([C:8]1[CH:27]=[CH:26][C:11]([CH2:12][NH:13][C:14]2[C:24]3[CH2:23][CH2:22][NH:21][CH2:20][CH2:19][C:18]=3[CH:17]=[CH:16][C:15]=2[Cl:25])=[CH:10][CH:9]=1)=O)([CH3:4])([CH3:3])[CH3:2].COC1C=CC(P2(=S)SP(=S)(C3C=CC(OC)=CC=3)[S:37]2)=CC=1>O1CCOCC1>[ClH:25].[Cl:25][C:15]1[CH:16]=[CH:17][C:18]2[CH2:19][CH2:20][NH:21][CH2:22][CH2:23][C:24]=2[C:14]=1[NH:13][CH2:12][C:11]1[CH:26]=[CH:27][C:8]([C:6](=[S:37])[NH:5][C:1]([CH3:4])([CH3:3])[CH3:2])=[CH:9][CH:10]=1 |f:3.4|. Procedure: Combine 6-(4-tert-butylcarbamoyl-benzylamino)-7-chloro-2,3,4,5-tetrahydro-1H-benzo-[d]azepine (0.3 g, 0.67 mmol), 2,4-bis(4-methoxyphenyl)-1,3-dithia-2,4-diphosphetane-2,4-disulfide (Lawesson's reagent) (0.3, g, 0.67 mmol) and anhydrous 1,4-dioxane (10 mL) in a sealed tube and heat at 100° C. for 5 h. Cool the reaction mixture to ambient temperature, evaporate the solvent and purify the residue by SCX Starting materials: I.C1(=CC=CC=C1)NC(=N)SC (phenyl-carbamimidothioic acid, methyl ester, monohydroiodide), NN (hydrazine). Run in C(C)O (ethanol). Yields the product I.C1(=CC=CC=C1)N=C(N)NN (N'-Phenyl-hydrazinecarboximidamide monohydroiodide). Reaction SMILES: [IH:1].[C:2]1([NH:8][C:9](SC)=[NH:10])[CH:7]=[CH:6][CH:5]=[CH:4][CH:3]=1.[NH2:13][NH2:14]>C(O)C>[IH:1].[C:2]1([N:8]=[C:9]([NH:13][NH2:14])[NH2:10])[CH:7]=[CH:6][CH:5]=[CH:4][CH:3]=1 |f:0.1,4.5|. Procedure: To a stirred room temperature suspension of phenyl-carbamimidothioic acid, methyl ester, monohydroiodide (91.5 g, 0.311 mol) in absolute ethanol (280 mL) was added in one portion anhydrous hydrazine (9.8 mL, 0.31 mol), and the mixture was heated to reflux. The mixture was refluxed for 3 hours and allowed to cool. The resulting solution was purged with nitrogen to remove methanethiol and rotary evaporated to an oil. The oil was dried in vacuo briefly then dissolved in water (130 mL). The solution...